Dataset: the Open Reaction Database (ORD), a public repository of structured organic reaction records. Task: describe an organic reaction: reactants, conditions, products, and yield Starting materials: ClC=1C(=C(C=C2C(=CC(OC12)(C)C)C(C)C)C(=C(C(=O)OCC)F)C)OCC (ethyl 3-(8-chloro-4-isopropyl-7-ethoxy-2,2-dimethyl-2H-chromen-6-yl)-2-fluoro-but-2-enoate), ClC=1C(=C(C=C2C(=CC(OC12)(C)C)C(C)C)/C(=C(\C(=O)OCC)/F)/C)OCC (Ethyl (2E)-3-(8-chloro-4-isopropyl-7-ethoxy-2,2-dimethyl-2H-chromen-6-yl)-2-fluoro-but-2-enoate), [H-].C(C(C)C)[Al+]CC(C)C (diisobutylaluminum hydride). Yields the product ClC=1C(=C(C=C2C(=CC(OC12)(C)C)C(C)C)/C(=C(\CO)/F)/C)OCC ((2E)-3-(8-Chloro-4-isopropyl-7-ethoxy-2,2-dimethyl-2H-chromen-6-yl)-2-fluoro-but-2-en-1-ol). As a reaction SMILES: [Cl:1][C:2]1[C:3]([O:26][CH2:27][CH3:28])=[C:4]([C:17]([CH3:25])=[C:18]([F:24])[C:19](OCC)=[O:20])[CH:5]=[C:6]2[C:11]=1[O:10][C:9]([CH3:13])([CH3:12])[CH:8]=[C:7]2[CH:14]([CH3:16])[CH3:15].ClC1C(OCC)=C(/C(/C)=C(/F)\C(OCC)=O)C=C2C=1OC(C)(C)C=C2C(C)C.[H-].C([Al+]CC(C)C)C(C)C>>[Cl:1][C:2]1[C:3]([O:26][CH2:27][CH3:28])=[C:4](/[C:17](/[CH3:25])=[C:18](/[F:24])\[CH2:19][OH:20])[CH:5]=[C:6]2[C:11]=1[O:10][C:9]([CH3:12])([CH3:13])[CH:8]=[C:7]2[CH:14]([CH3:16])[CH3:15] |f:2.3|. Procedure: Following General Procedure L, ethyl 3-(8-chloro-4-isopropyl-7-ethoxy-2,2-dimethyl-2H-chromen-6-yl)-2-fluoro-but-2-enoate (Compound 148, 2.04 g, 5.66 mmol) and diisobutylaluminum hydride (1M in hexanes, 11.7 mL, 11.7 mmol) were reacted to give the title compound as a colorless oil after purification by flash chromatography (silica gel, 1:9 to 1:4 ethyl acetate/hexane). Starting materials: CC(=O)C (acetone), NaBH3(CN), CO (methanol), C12N(CC(NC1)C2)C2=NC(=CC=1N2C=CN1)C1=CC(=NC=C1)N[C@H](C)C1=CC=CC=C1 ((R)-{4-[5-(2,5-diaza-bicyclo[2.2.1]hept-2-yl)-imidazo[1,2-c]pyrimidin-7-yl]-pyridin-2-yl}-(1-phenyl-ethyl)-amine). Solvent: C(Cl)(Cl)Cl (chloroform), C(Cl)Cl (DCM). Conditions: time 15 hour. Yields the product C(C)(C)N1[C@@H]2CN([C@H](C1)C2)C2=NC(=CC=1N2C=CN1)C1=CC(=NC=C1)N[C@H](C)C1=CC=CC=C1 ((R)-{4-[5-(5-Isopropyl-(1S,4S)-2,5-diaza-bicyclo[2.2.1]hept-2-yl)-imidazo[1,2-c]pyrimidin-7-yl]-pyridin-2-yl}-(1 -phenyl-ethyl)-amine). As a reaction SMILES: [CH:1]12[CH2:7][CH:4]([NH:5][CH2:6]1)[CH2:3][N:2]2[C:8]1[N:13]2[CH:14]=[CH:15][N:16]=[C:12]2[CH:11]=[C:10]([C:17]2[CH:22]=[CH:21][N:20]=[C:19]([NH:23][C@@H:24]([C:26]3[CH:31]=[CH:30][CH:29]=[CH:28][CH:27]=3)[CH3:25])[CH:18]=2)[N:9]=1.[CH3:32][C:33]([CH3:35])=O.CO>C(Cl)(Cl)Cl.C(Cl)Cl>[CH:33]([N:5]1[CH2:6][C@@H:1]2[CH2:7][C@H:4]1[CH2:3][N:2]2[C:8]1[N:13]2[CH:14]=[CH:15][N:16]=[C:12]2[CH:11]=[C:10]([C:17]2[CH:22]=[CH:21][N:20]=[C:19]([NH:23][C@@H:24]([C:26]3[CH:27]=[CH:28][CH:29]=[CH:30][CH:31]=3)[CH3:25])[CH:18]=2)[N:9]=1)([CH3:35])[CH3:32]. Reported procedure: The mixture of 100 mg (0.24 mmol)(R)-{4-[5-(2,5-diaza-bicyclo[2.2.1]hept-2-yl)-imidazo[1,2-c]pyrimidin-7-yl]-pyridin-2-yl}-(1-phenyl-ethyl)-amine in 5 mL chloroform was treated with 0.2 mL (2.4 mmol) acetone, 45 mg (0.72 mmol) NaBH3(CN) and 1 mL methanol. The mixture was stirred at rt for 15 h. MS showed all starting materials were converted. The mixture was diluted with 100 mL DCM, washed with 20 mL sat. NaHCO3, dried over anhydrous Na2SO4. After purification by chromatography, obtained the tit... The reactants are BrCC(=O)O (2-bromoacetic acid), ClC=1C=NC=C(C1NC1=CC(OC2=C(C(=CC=C12)OC)O)=O)Cl (4-(3,5-dichloropyridin-4-ylamino)-8-hydroxy-7-methoxy-2H-chromen-2-one). Product: ClC=1C=NC=C(C1NC1=CC(OC2=C(C(=CC=C12)OC)OCC(=O)O)=O)Cl (2-(4-(3,5-Dichloropyridin-4-ylamino)-7-methoxy-2-oxo-2H-chromen-8-yloxy)acetic acid). Reaction SMILES: Br[CH2:2][C:3]([OH:5])=[O:4].[Cl:6][C:7]1[CH:8]=[N:9][CH:10]=[C:11]([Cl:28])[C:12]=1[NH:13][C:14]1[C:23]2[C:18](=[C:19]([OH:26])[C:20]([O:24][CH3:25])=[CH:21][CH:22]=2)[O:17][C:16](=[O:27])[CH:15]=1>>[Cl:6][C:7]1[CH:8]=[N:9][CH:10]=[C:11]([Cl:28])[C:12]=1[NH:13][C:14]1[C:23]2[C:18](=[C:19]([O:26][CH2:2][C:3]([OH:5])=[O:4])[C:20]([O:24][CH3:25])=[CH:21][CH:22]=2)[O:17][C:16](=[O:27])[CH:15]=1. Procedure details: The title compound was prepared from 2-bromoacetic acid and 4-(3,5-dichloropyridin-4-ylamino)-8-hydroxy-7-methoxy-2H-chromen-2-one (Example 29) following the procedure outlined in Example 25. 1H NMR (400 MHz, DMSO-d6): δ 12.90 (br, 1H), 9.56 (br s, 1H), 8.83 (s, 2H), 7.97 (d, 1H), 7.23 (d, 1H), 4.66 (s, 1H), 4.65 (s, 2H), 3.94 (s, 3H); MS (ESI): 410.8. Starting materials: CC1(CC2=CC=CC=C2C1)O (2-methyl-2-indanol), C1(=CC=C(C=C1)S(=O)(=O)O)C (p-toluenesulfonic acid). The solvent is CCCCCC (hexane). Product: CC=1CC2=CC=CC=C2C1 (2-Methylindene). The yield is 67.8%. RXN SMILES: [CH3:1][C:2]1(O)[CH2:10][C:9]2[C:4](=[CH:5][CH:6]=[CH:7][CH:8]=2)[CH2:3]1.C1(C)C=CC(S(O)(=O)=O)=CC=1>CCCCCC>[CH3:1][C:2]1[CH2:10][C:9]2[C:4]([CH:3]=1)=[CH:5][CH:6]=[CH:7][CH:8]=2. Reported procedure: 25.5 g (0.17 moles) of compound 12, 3.2 g (0.017 moles) of p-toluenesulfonic acid and 500 ml of hexane were placed in a round-bottomed flask fitted with a Dean-Stark apparatus. This suspension was refluxed for 3 h. After cooling, the hexane fraction was decanted from the insoluble products and the solvent was removed under vacuum to leave an oil, which was then distilled in a short distillation column at 45° C. and 0.03 mbar to give 15 g (yield: 68%) of compound 13. 1H NMR (400 MHz, CDCl3): δ=7.... Reactants: [BH4-].[Na+] (Sodium borohydride), BrC=1C=CC(=NC1)C1CCC(CC1)=O (4-(5-bromopyridin-2-yl)cyclohexanone), O (water). The solvent is C(C)O (ethanol). Product: BrC=1C=CC(=NC1)[C@@H]1CC[C@H](CC1)O (trans-4-(5-bromopyridin-2-yl)cyclohexanol), BrC=1C=CC(=NC1)[C@H]1CC[C@H](CC1)O (cis-4-(5-bromopyridin-2-yl)cyclohexanol). Reaction SMILES: [BH4-].[Na+].[Br:3][C:4]1[CH:5]=[CH:6][C:7]([CH:10]2[CH2:15][CH2:14][C:13](=[O:16])[CH2:12][CH2:11]2)=[N:8][CH:9]=1.O>C(O)C>[Br:3][C:4]1[CH:5]=[CH:6][C:7]([C@H:10]2[CH2:15][CH2:14][C@H:13]([OH:16])[CH2:12][CH2:11]2)=[N:8][CH:9]=1.[Br:3][C:4]1[CH:5]=[CH:6][C:7]([C@@H:10]2[CH2:15][CH2:14][C@H:13]([OH:16])[CH2:12][CH2:11]2)=[N:8][CH:9]=1 |f:0.1|. Procedure details: Sodium borohydride (4.58 g) was added under ice cooling to a solution of 4-(5-bromopyridin-2-yl)cyclohexanone (7.9 g) in ethanol (120 ml), and stirred at the same temperature for an hour. After completion of the reaction, water was added under ice cooling, the organic solvent was evaporated and extracted with ethyl acetate. The organic layer was washed with saturated brine, dried over anhydrous sodium sulfate and concentrated. The resulting residue was purified with silica gel column chromatogra... The reactants are C(=O)(N1C=NC=C1)N1C=NC=C1 (carbonyldiimidazole), C1(CCCCC1)[C@](C(=O)O)(C1=CC=CC=C1)O ((2R)-2-Cyclohexyl-2-hydroxy-2-phenylacetic acid), N (ammonia). Solvent: ClCCl (dichloromethane). Conditions: time 1 hour. Yields the product C1(CCCCC1)[C@](C(=O)N)(C1=CC=CC=C1)O ((2R)-2-cyclohexyl-2-hydroxy-2-phenylacetamide). The yield is 92.0%. Reaction SMILES: [CH:1]1([C@@:7]([OH:17])([C:11]2[CH:16]=[CH:15][CH:14]=[CH:13][CH:12]=2)[C:8](O)=[O:9])[CH2:6][CH2:5][CH2:4][CH2:3][CH2:2]1.C(N1C=CN=C1)([N:20]1C=CN=C1)=O.N>ClCCl>[CH:1]1([C@@:7]([OH:17])([C:11]2[CH:16]=[CH:15][CH:14]=[CH:13][CH:12]=2)[C:8]([NH2:20])=[O:9])[CH2:6][CH2:5][CH2:4][CH2:3][CH2:2]1. Reported procedure: (2R)-2-Cyclohexyl-2-hydroxy-2-phenylacetic acid (preparation 36, 4.87 g, 20.8 mmol) was dissolved in dichloromethane (150 mL) and carbonyldiimidazole (3.37 g, 20.8 mmol) added in one portion. After stirring for 1 hour at room temperature, 0.880 ammonia (21 mL) was added and stirring continued at room temperature for 18 hours. The organic layer was separated, washed with brine (50 mL), dried over magnesium sulphate, filtered and the solvent removed in vacuo to furnish the title compound as a whit... Reactants: COC=1C=C2C(=CC=NC2=CC1OC)OC1=CC=C(C=C1)N (6,7-Dimethoxy-4-(4-aminophenoxy)quinoline), ClC=1C=C(C(=CC1)OC)N=C=O (3-chloro-6-methoxyphenyl isocyanate). Run in C1(=CC=CC=C1)C (toluene). The product is ClC=1C=C(C(=CC1)OC)NC(=O)NC1=CC=C(C=C1)OC1=CC=NC2=CC(=C(C=C12)OC)OC (N-(3-Chloro-6-methoxyphenyl)-N'-{4-[(6,7-dimethoxy-4-quinolyl)oxy]phenyl}urea). Isolated yield 99.7%. Reaction SMILES: [CH3:1][O:2][C:3]1[CH:4]=[C:5]2[C:10](=[CH:11][C:12]=1[O:13][CH3:14])[N:9]=[CH:8][CH:7]=[C:6]2[O:15][C:16]1[CH:21]=[CH:20][C:19]([NH2:22])=[CH:18][CH:17]=1.[Cl:23][C:24]1[CH:25]=[C:26]([N:32]=[C:33]=[O:34])[C:27]([O:30][CH3:31])=[CH:28][CH:29]=1>C1(C)C=CC=CC=1>[Cl:23][C:24]1[CH:25]=[C:26]([NH:32][C:33]([NH:22][C:19]2[CH:18]=[CH:17][C:16]([O:15][C:6]3[C:5]4[C:10](=[CH:11][C:12]([O:13][CH3:14])=[C:3]([O:2][CH3:1])[CH:4]=4)[N:9]=[CH:8][CH:7]=3)=[CH:21][CH:20]=2)=[O:34])[C:27]([O:30][CH3:31])=[CH:28][CH:29]=1. Reported procedure: 6,7-Dimethoxy-4-(4-aminophenoxy)quinoline (52 mg) was dissolved in toluene (5 ml) with heat, 3-chloro-6-methoxyphenyl isocyanate (111 mg) was added, and the admixture was refluxed with heat for 29 minutes. The resulting residue was purified by column chromatography on silica gel eluting with chloroform/acetone (10/1) to obtain 84 mg of the title compound (yield: 100%).